Dataset: the Open Reaction Database (ORD), a public repository of structured organic reaction records. Task: describe an organic reaction: reactants, conditions, products, and yield The reactants are P12(=S)SP3(=S)SP(=S)(S1)SP(=S)(S2)S3 (Phosphorus pentasulfide), C(C1=CC=CC=C1)(=O)O[C@@H]1[C@@H](O[C@H]([C@@H]1OC(C1=CC=CC=C1)=O)COC(C1=CC=CC=C1)=O)N1C(=O)NC(=O)C=C1 (1-(2, 3, 5-Tri-O-Benzoyl-α-L-ribofuranosyl)uracil). The product is C(C1=CC=CC=C1)(=O)O[C@@H]1[C@@H](O[C@H]([C@@H]1OC(C1=CC=CC=C1)=O)COC(C1=CC=CC=C1)=O)N1C(=O)NC(=S)C=C1 (1-(2,3,5-Tri-O-benzoyl-α-L-ribofuranosyl)-4-thiouracil). Isolated yield 95.5%. As a reaction SMILES: P12(SP3(SP(SP(S3)(S1)=S)(=S)S2)=S)=[S:2].[C:15]([O:23][C@H:24]1[C@@H:28]([O:29][C:30](=[O:37])[C:31]2[CH:36]=[CH:35][CH:34]=[CH:33][CH:32]=2)[C@H:27]([CH2:38][O:39][C:40](=[O:47])[C:41]2[CH:46]=[CH:45][CH:44]=[CH:43][CH:42]=2)[O:26][C@H:25]1[N:48]1[CH:55]=[CH:54][C:52](=O)[NH:51][C:49]1=[O:50])(=[O:22])[C:16]1[CH:21]=[CH:20][CH:19]=[CH:18][CH:17]=1>>[C:15]([O:23][C@H:24]1[C@@H:28]([O:29][C:30](=[O:37])[C:31]2[CH:36]=[CH:35][CH:34]=[CH:33][CH:32]=2)[C@H:27]([CH2:38][O:39][C:40](=[O:47])[C:41]2[CH:46]=[CH:45][CH:44]=[CH:43][CH:42]=2)[O:26][C@H:25]1[N:48]1[CH:55]=[CH:54][C:52](=[S:2])[NH:51][C:49]1=[O:50])(=[O:22])[C:16]1[CH:21]=[CH:20][CH:19]=[CH:18][CH:17]=1. Reported procedure: Phosphorus pentasulfide (5.99 g, 26.95 mmol) was added to a solution of compound 18 (3.75 g, 6.73 mmol) inpyridine (70 ml) and was refluxed for four hours. After cooling, the solvent was evaporated and the residue dissolved in CHCl3, washed with water and brine. After drying over anhydrous Na2SO 4, evaporation of the solvent gave the crude product which was purified on a silica gel column using 30% EtOAc/petroleum ether as solvent to give compound 19 (3.68 g, 95%) as golden yellow foam. The reactants are C(C)OC1=C(C=NC2=CC3=C(C=C12)OCO3)C(=O)OCC (ethyl 4-ethoxy-6,7-methylenedioxyquinoline-3-carboxylate). The solvent is [OH-].[Na+] (sodium hydroxide). The product is C(C)OC1=C(C=NC2=CC3=C(C=C12)OCO3)C(=O)O (4-ethoxy-6,7-methylenedioxyquinoline-3-caboxylic acid). RXN SMILES: [CH2:1]([O:3][C:4]1[C:13]2[C:8](=[CH:9][C:10]3[O:16][CH2:15][O:14][C:11]=3[CH:12]=2)[N:7]=[CH:6][C:5]=1[C:17]([O:19]CC)=[O:18])[CH3:2]>[OH-].[Na+]>[CH2:1]([O:3][C:4]1[C:13]2[C:8](=[CH:9][C:10]3[O:16][CH2:15][O:14][C:11]=3[CH:12]=2)[N:7]=[CH:6][C:5]=1[C:17]([OH:19])=[O:18])[CH3:2] |f:1.2|. Procedure: To 120 ml of 5% ethanolic sodium hydroxide solution was added 6 g of ethyl 4-ethoxy-6,7-methylenedioxyquinoline-3-carboxylate with stirring, and the mixture was stirred further for 15 minutes at room temperature then concentrated to a small volume under reduced pressure. A small amount of water was added to the residue, the pH of the solution was adjusted to 5 by the addition of hydrochloric acid, and the precipitate thus formed was filtered, washed with water and dried to provide 5.2 g of almos... The reactants are C1CCC2=NCCCN2CC1, O=C(Nc1cccc2cnccc12)C(Cl)(Cl)Cl, NCc1cc(F)cc(F)c1. Product: O=C(NCc1cc(F)cc(F)c1)Nc1cccc2cnccc12. RXN SMILES: [CH2:28]1[CH2:29][CH2:30][C:31]2=[N:36][CH2:35][CH2:34][CH2:33][N:32]2[CH2:37][CH2:38]1.[Cl:11][C:12]([C:13](=[O:14])[NH:15][c:16]1[c:17]2[cH:18][cH:19][n:20][cH:21][c:22]2[cH:23][cH:24][cH:25]1)([Cl:26])[Cl:27].[F:1][c:2]1[cH:3][c:4]([CH2:5][NH2:6])[cH:7][c:8]([F:10])[cH:9]1>>[F:1][c:2]1[cH:3][c:4]([CH2:5][NH:6][C:13](=[O:14])[NH:15][c:16]2[c:17]3[cH:18][cH:19][n:20][cH:21][c:22]3[cH:23][cH:24][cH:25]2)[cH:7][c:8]([F:10])[cH:9]1. Starting materials: C1=C(NC(=S)N=C1N)Cl (4-Amino-6-chloro-2-thio-pyrimidine), [OH-].[Na+] (NaOH), ClC1=CC(=NC=C1)CCl (4-chloro-2-chloromethyl pyridine). Run in C(C)O (ethanol). Reaction conditions: temperature 50 celsius. Yields the product C1=CN=C(C=C1Cl)CSC2=NC(=CC(=N2)Cl)N (4-amino-6-chloro-2-[2-(4-chloro)-5 pyridylmethylthio]-pyrimidine). RXN SMILES: [CH:1]1[C:7]([NH2:8])=[N:6][C:4](=[S:5])[NH:3][C:2]=1[Cl:9].[OH-].[Na+].[Cl:12][C:13]1[CH:18]=[CH:17][N:16]=[C:15]([CH2:19]Cl)[CH:14]=1>C(O)C>[CH:18]1[C:13]([Cl:12])=[CH:14][C:15]([CH2:19][S:5][C:4]2[N:3]=[C:2]([Cl:9])[CH:1]=[C:7]([NH2:8])[N:6]=2)=[N:16][CH:17]=1 |f:1.2|. Procedure details: 4-Amino-6-chloro-2-thio-pyrimidine (Cpd #110; 614 mg, 2.38 mmol) in ethanol (1.5 ml) is treated with 3.25 M NaOH (1.47 ml, 4.8 mmol) and the mixture is warmed to 50° C. 4-chloro-2-chloromethyl pyridine is added and the solution is stirred warm for 1 hour. The reaction mixture is cooled and concentrated in vacuo, and the resultant solid is filtered and washed with water followed by cold ethanol, mp 195° C. Starting materials: CS(C)=O, COc1ccc2c(c1)C(COS(C)(=O)=O)CN(C(=O)OC(C)(C)C)C2, N#C[K], O. Yields the product COc1ccc2c(c1)C(CC#N)CN(C(=O)OC(C)(C)C)C2. Reaction SMILES: [CH3:30][S:31]([CH3:32])=[O:33].[CH3:4][O:5][c:6]1[cH:7][c:8]2[c:13]([cH:14][cH:15]1)[CH2:12][N:11]([C:16](=[O:17])[O:18][C:19]([CH3:20])([CH3:21])[CH3:22])[CH2:10][CH:9]2[CH2:23][O:24][S:25]([CH3:26])(=[O:27])=[O:28].[K:1][C:2]#[N:3].[OH2:29]>>[C:2](#[N:3])[CH2:23][CH:9]1[c:8]2[cH:7][c:6]([O:5][CH3:4])[cH:15][cH:14][c:13]2[CH2:12][N:11]([C:16](=[O:17])[O:18][C:19]([CH3:20])([CH3:21])[CH3:22])[CH2:10]1. Starting materials: C(=O)(O)[O-].[Na+] (NaHCO3), [N+](=O)([O-])C=1C=C(C=CC1NC(\C=C\C1CCOCC1)=O)C1=C(C=CC=C1)C(F)(F)F ((E)-N-(3-nitro-2′-trifluoromethyl-biphenyl-4-yl)-3-(tetrahydro-pyran-4-yl)-acrylamide), [NH4+].[Cl-] (NH4Cl). The reagents and catalysts are [Fe] (Fe). The solvent is CO (MeOH), O (water). Conditions: temperature 50 celsius. Product: NC=1C=C(C=CC1NC(\C=C\C1CCOCC1)=O)C1=C(C=CC=C1)C(F)(F)F ((E)-N-(3-amino-2′-trifluoromethyl-biphenyl-4-yl)-3-(tetrahydro-pyran-4-yl)-acrylamide). Reaction SMILES: [N+:1]([C:4]1[CH:5]=[C:6]([C:21]2[CH:26]=[CH:25][CH:24]=[CH:23][C:22]=2[C:27]([F:30])([F:29])[F:28])[CH:7]=[CH:8][C:9]=1[NH:10][C:11](=[O:20])/[CH:12]=[CH:13]/[CH:14]1[CH2:19][CH2:18][O:17][CH2:16][CH2:15]1)([O-])=O.[NH4+].[Cl-].C([O-])(O)=O.[Na+]>CO.O.[Fe]>[NH2:1][C:4]1[CH:5]=[C:6]([C:21]2[CH:26]=[CH:25][CH:24]=[CH:23][C:22]=2[C:27]([F:30])([F:28])[F:29])[CH:7]=[CH:8][C:9]=1[NH:10][C:11](=[O:20])/[CH:12]=[CH:13]/[CH:14]1[CH2:15][CH2:16][O:17][CH2:18][CH2:19]1 |f:1.2,3.4|. Procedure details: A solution of (E)-N-(3-nitro-2′-trifluoromethyl-biphenyl-4-yl)-3-(tetrahydro-pyran-4-yl)-acrylamide (82.0 mg, 0.195 mmol) in MeOH (5 mL) and water (5 mL) was treated with NH4Cl (104 mg, 1.95 mmol) and Fe powder (54.5 mg, 0.975 mmol) and heated to 50° C. for 1 h. The cooled mixture was treated with saturated aqueous NaHCO3 (30 mL) and extracted with EtOAc (2×30 mL). The combined organic layers were dried over MgSO4 and concentrated in vacuo to yield (E)-N-(3-amino-2′-trifluoromethyl-biphenyl-4-yl... Starting materials: ClC1=CC=C(C=C1)C12C(N(C(C(C1)C2)=O)C)=O (1-(4-chlorophenyl)-3-methyl-3-azabicyclo[3.1.1]heptane-2,4-dione), sodium dihydro-bis-(2-methoxyethoxy)aluminate, [OH-].[Na+] (sodium hydroxide). Solvent: C1(=CC=CC=C1)C (toluene), C1(=CC=CC=C1)C (toluene). Product: Cl.ClC1=CC=C(C=C1)C12CN(CC(C1)C2)C (1-(4-Chlorophenyl)-3-methyl-3-azabicyclo[3.1.1]heptane hydrochloride). As a reaction SMILES: [Cl:1][C:2]1[CH:7]=[CH:6][C:5]([C:8]23[CH2:14][CH:12]([CH2:13]2)[C:11](=O)[N:10]([CH3:16])[C:9]3=O)=[CH:4][CH:3]=1.[OH-].[Na+]>C1(C)C=CC=CC=1>[ClH:1].[Cl:1][C:2]1[CH:3]=[CH:4][C:5]([C:8]23[CH2:14][CH:12]([CH2:13]2)[CH2:11][N:10]([CH3:16])[CH2:9]3)=[CH:6][CH:7]=1 |f:1.2,4.5|. Procedure details: Analogously to Example 1a), 3.9 g of 1-(4-chlorophenyl)-3-methyl-3-azabicyclo[3.1.1]heptane-2,4-dione in 70 ml of toluene are reacted with 25 ml of a toluene solution of sodium dihydro-bis-(2-methoxyethoxy)aluminate (70%; FLUKA) and the mixture is worked up with 25 ml of concentrated sodium hydroxide solution. m.p. of the title compound: 180-182° C. Reactants: 2(c), ClC=1C=C(C=CC1OCCCCCCCC)C1=CC=C(C(=O)Cl)C=C1 (4-(3-chloro-4-octoxyphenyl)benzoyl chloride), OC1=CC=C(O[C@@H](C(=O)OCCCC)C)C=C1 (Butyl (R)-2-(4-hydroxyphenoxy)propanoate). The solvent is C(CCC)O (butanol). The product is ClC=1C=C(C=CC1OCCCCCCCC)C1=CC=C(C=C1)C(=O)OC1=CC=C(O[C@@H](C(=O)OCCCC)C)C=C1 (Butyl (R)-2-(4-[4-(3-chloro-4-octyloxyphenyl)phenylcarbonyloxy]phenoxy)propanoate). The yield is 15.0%. Reaction SMILES: [Cl:1][C:2]1[CH:3]=[C:4]([C:17]2[CH:25]=[CH:24][C:20]([C:21](Cl)=[O:22])=[CH:19][CH:18]=2)[CH:5]=[CH:6][C:7]=1[O:8][CH2:9][CH2:10][CH2:11][CH2:12][CH2:13][CH2:14][CH2:15][CH3:16].[OH:26][C:27]1[CH:42]=[CH:41][C:30]([O:31][C@H:32]([CH3:40])[C:33]([O:35][CH2:36][CH2:37][CH2:38][CH3:39])=[O:34])=[CH:29][CH:28]=1>C(O)CCC>[Cl:1][C:2]1[CH:3]=[C:4]([C:17]2[CH:25]=[CH:24][C:20]([C:21]([O:26][C:27]3[CH:28]=[CH:29][C:30]([O:31][C@H:32]([CH3:40])[C:33]([O:35][CH2:36][CH2:37][CH2:38][CH3:39])=[O:34])=[CH:41][CH:42]=3)=[O:22])=[CH:19][CH:18]=2)[CH:5]=[CH:6][C:7]=1[O:8][CH2:9][CH2:10][CH2:11][CH2:12][CH2:13][CH2:14][CH2:15][CH3:16]. Reported procedure: This was prepared by the methods of Examples 2(b) and 2(c) using butanol instead of propanol and using 4-(3-chloro-4-octoxyphenyl)benzoyl chloride and Butyl (R)-2-(4-hydroxyphenoxy)propanoate (BHPP) in place of the OPBC and PHPTB used in Example 2(c), (yield 15%, SOR: +16°). The results of IR, 1H-NMR and mass spectroscopy and elemental analysis were consistent with the assigned structure. The reactants are ( a ), C1(C=2C(C(=O)O1)=CC=CC2)=O (phthalic anhydride), 4,8-bis (hydroxymethyl)-tricyclo, C(C(=C)C)(=O)OCC1CO1 (glycidyl methacrylate). The product is C12C3CCCC3C(CC1)C2 (tricyclo [5.2.1.02,6 ] decane). As a reaction SMILES: C1(=O)O[C:4](=O)[C:3]2=C[CH:8]=[CH:9][CH:10]=[C:2]12.[C:12](OCC1OC1)(=O)[C:13]([CH3:15])=[CH2:14]>>[CH:13]12[CH2:14][CH:9]([CH2:8][CH2:15]1)[CH:10]1[CH:12]2[CH2:4][CH2:3][CH2:2]1. Procedure: 4,8-Bis [(3'-methacroyl-2'-hydroxypropyl)-phthalatomethyl] tricyclo [5.2.1.02,6 ] decane was prepared from phthalic anhydride, 4,8-bis (hydroxymethyl)-tricyclo [5.2.1.0.2,6 ] decane, and glycidyl methacrylate according to the method described in Example A. (a): ##STR17## Refraction index (50° C.): 1.530 Starting materials: Cl.C(N)(=N)NC(OC)=N (guanyl-O-methylisourea hydrochloride), C(C=C)N (allylamine). Run in C(C)O (ethanol). Product: Cl.C(C=C)NC(=N)NC(=N)N (allylbiguanide hydrochloride). As a reaction SMILES: [ClH:1].[C:2]([NH:5][C:6](=[NH:9])OC)(=[NH:4])[NH2:3].[CH2:10]([NH2:13])[CH:11]=[CH2:12]>C(O)C>[ClH:1].[CH2:10]([NH:13][C:6]([NH:5][C:2]([NH2:4])=[NH:3])=[NH:9])[CH:11]=[CH2:12] |f:0.1,4.5|. Reported procedure: Into 3 ml of ethanol were dissolved 5 g of guanyl-O-methylisourea hydrochloride and 3 ml of allylamine. The resulting solution was reacted at room temperature for 24 hours in a nitrogen stream. The reaction mixture was then filtered and the precipitates were washed with ethanol to give 3.14 g of allylbiguanide hydrochloride as needle like crystals (m.p.: 178°-179° C.).